From a dataset of the Open Reaction Database (ORD), a public repository of structured organic reaction records. describe an organic reaction: reactants, conditions, products, and yield The product is CC=1C=C(C=CC1NS(=O)(=O)C)C(C)=O (3'-Methyl-4'-((methylsulfonyl)amino)acetophenone). Solvent: N1=CC=CC=C1 (pyridine), O1CCCC1 (tetrahydrofuran), ice water. The reactants are NC1=C(C=C(C=C1)C(C)=O)C (4'-Amino-3'-methylacetophenone), CS(=O)(=O)Cl (methanesulfonyl chloride). Run at temperature 5 celsius, time 2 hour. Reported procedure: 4'-Amino-3'-methylacetophenone from Step VIII (3.0 g, 20 mmol) in 15 ml of dry pyridine at 5° C. is reacted with 3.0 g (26.2 mmol) of methanesulfonyl chloride in 5 ml of tetrahydrofuran. The reaction is stirred at 5° C. for 2 hrs, then at room temperature overnight. The reaction is diluted with ice-water. The solid is collected, washed with water, air dried and crystallized from methylene chloride-pet. ether to yield the title compound; m.p. 152°-153° C. As a reaction SMILES: [NH2:1][C:2]1[CH:7]=[CH:6][C:5]([C:8](=[O:10])[CH3:9])=[CH:4][C:3]=1[CH3:11].[CH3:12][S:13](Cl)(=[O:15])=[O:14]>N1C=CC=CC=1.O1CCCC1>[CH3:11][C:3]1[CH:4]=[C:5]([C:8](=[O:10])[CH3:9])[CH:6]=[CH:7][C:2]=1[NH:1][S:13]([CH3:12])(=[O:15])=[O:14]. Starting materials: ClC=1C=C(SC1)C(=O)O (4-chloro-2-thiophenecarboxylic acid), acyl imidazole, C(=O)(N1C=NC=C1)N1C=NC=C1 (1,1'-carbonyldiimidazole), 4-chloro-2-thiophene-(1-imidazo)carboxamide, ClC1=CC=C2CC(N(C2=C1)C(=O)N)=O (6-chloro-2-oxindole-1-carboxamide). Reagents/catalysts: CN(C)C1=CC=NC=C1 (4-(N,N-dimethylamino)pyridine). The solvent is C(C)(=O)O (acetic acid). Product: ClC1=CC=C2C(C(N(C2=C1)C(=O)N)=O)C(C1=CC(=CS1)Cl)=O (6-Chloro-3-(4-chloro-2-thenoyl)-2-oxindole-1-carboxamide). Isolated yield 53.0%. Reaction SMILES: [Cl:1][C:2]1[CH:3]=[C:4]([C:7]([OH:9])=O)[S:5][CH:6]=1.C(N1C=CN=C1)(N1C=CN=C1)=O.[Cl:22][C:23]1[CH:31]=[C:30]2[C:26]([CH2:27][C:28](=[O:35])[N:29]2[C:32]([NH2:34])=[O:33])=[CH:25][CH:24]=1>CN(C1C=CN=CC=1)C.C(O)(=O)C>[Cl:22][C:23]1[CH:31]=[C:30]2[C:26]([CH:27]([C:7](=[O:9])[C:4]3[S:5][CH:6]=[C:2]([Cl:1])[CH:3]=3)[C:28](=[O:35])[N:29]2[C:32]([NH2:34])=[O:33])=[CH:25][CH:24]=1. Procedure: The experimental procedure used to produce the title compound was adopted from Example 55. A 463 mg (2.85 mmole) portion of 4-chloro-2-thiophenecarboxylic acid (prepared according to Iriarte, J., et al., J. Het. Chem., 13, 393 (1976)) was transformed into the acyl imidazole by reaction with 500 mg (3.09 mmole) of 1,1'-carbonyldiimidazole. The intermediate 4-chloro-2-thiophene-(1-imidazo)carboxamide coupled directly with 500 mg (2.37 mmole) of 6-chloro-2-oxindole-1-carboxamide in the presence of ... Reactants: C([O-])([O-])=O.[Ca+2] (calcium carbonate), C1CN(CCN(CCN(CCN1CC(=O)O)CC(=O)O)[C@H](CO)[C@@H](CO)O)CC(=O)O (butrol), C (Norit). The solvent is O (water). Reaction conditions: temperature 90 celsius, time 1 hour. Product: C1CN(CCN(CCN(CCN1CC(=O)O)CC(=O)O)C(CO)C(CO)O)CC(=O)O (Calcobutrol). RXN SMILES: C(=O)([O-])[O-].[Ca+2].[CH2:6]1[N:17]([CH2:18][C:19]([OH:21])=[O:20])[CH2:16][CH2:15][N:14]([CH2:22][C:23]([OH:25])=[O:24])[CH2:13][CH2:12][N:11]([C@@H:26]([C@H:29]([OH:32])[CH2:30][OH:31])[CH2:27][OH:28])[CH2:10][CH2:9][N:8]([CH2:33][C:34]([OH:36])=[O:35])[CH2:7]1.C>O>[CH2:6]1[N:17]([CH2:18][C:19]([OH:21])=[O:20])[CH2:16][CH2:15][N:14]([CH2:22][C:23]([OH:25])=[O:24])[CH2:13][CH2:12][N:11]([CH:26]([CH:29]([OH:32])[CH2:30][OH:31])[CH2:27][OH:28])[CH2:10][CH2:9][N:8]([CH2:33][C:34]([OH:36])=[O:35])[CH2:7]1 |f:0.1|. Procedure details: A total of 3.356 kg calcium carbonate (99.3%) is added in portions to 15.39 kg butrol (water contents: 2.6%) dissolved in 120 l demineralised water and it is stirred for one hour at 90° C. inner temperature. It is subsequently cooled to 20° C. and 1.5 kg active carbon (Norit SX PLUS; the carbon is first washed thoroughly with water) is added. It is stirred for one hour at 20° C. and the carbon is subsequently filtered off. The carbon is washed three times with 15 l of water each time. The reactants are [BH4-], c1ccc(CNc2c(-c3ccccc3)sc3ccccc23)cc1, N, [Na+], O, O=C(O)c1ccccc1, c1ccccc1. Yields the product c1ccc(CN(Cc2ccccc2)c2c(-c3ccccc3)sc3ccccc23)cc1. RXN SMILES: [BH4-:10].[CH2:12]([c:13]1[cH:14][cH:15][cH:16][cH:17][cH:18]1)[NH:19][c:20]1[c:21]2[c:22]([s:23][c:24]1-[c:25]1[cH:26][cH:27][cH:28][cH:29][cH:30]1)[cH:31][cH:32][cH:33][cH:34]2.[NH3:35].[Na+:11].[OH2:36].[OH:1][C:2](=[O:3])[c:4]1[cH:5][cH:6][cH:7][cH:8][cH:9]1.[cH:37]1[cH:38][cH:39][cH:40][cH:41][cH:42]1>>[CH2:2]([c:4]1[cH:5][cH:6][cH:7][cH:8][cH:9]1)[N:19]([CH2:12][c:13]1[cH:14][cH:15][cH:16][cH:17][cH:18]1)[c:20]1[c:21]2[c:22]([s:23][c:24]1-[c:25]1[cH:26][cH:27][cH:28][cH:29][cH:30]1)[cH:31][cH:32][cH:33][cH:34]2. The reactants are CN1N=CC(=C1)NC1=NC=CC(=N1)NC1CN(CC12CCCC2)C(=O)OC(C)(C)C (tert-butyl 4-((2-((1-methyl-1H-pyrazol-4-yl)amino)pyrimidin-4-yl)amino)-2-azaspiro[4.4]nonane-2-carboxylate), C(=O)(C(F)(F)F)O (CF3COOH). As a reaction SMILES: [CH3:1][N:2]1[CH:6]=[C:5]([NH:7][C:8]2[N:13]=[C:12]([NH:14][CH:15]3[C:19]4([CH2:23][CH2:22][CH2:21][CH2:20]4)[CH2:18][N:17](C(OC(C)(C)C)=O)[CH2:16]3)[CH:11]=[CH:10][N:9]=2)[CH:4]=[N:3]1.C(O)(C(F)(F)F)=O>C(Cl)Cl>[CH3:1][N:2]1[CH:6]=[C:5]([NH:7][C:8]2[N:13]=[C:12]([NH:14][CH:15]3[C:19]4([CH2:20][CH2:21][CH2:22][CH2:23]4)[CH2:18][NH:17][CH2:16]3)[CH:11]=[CH:10][N:9]=2)[CH:4]=[N:3]1. Procedure: To a solution of tert-butyl 4-((2-((1-methyl-1H-pyrazol-4-yl)amino)pyrimidin-4-yl)amino)-2-azaspiro[4.4]nonane-2-carboxylate (550 mg, 1.33 mmol) in DCM (20 mL) was added CF3COOH (5 mL) and the reaction mixture was stirred at rt for 2 h. The reaction mixture was concentrated in vacuo and adjust to pH=8˜9 with the saturated NaHCO3 aqueous solution, then diluted with H2O (20 mL) and extracted withed EtOAc (50 mL×3). The combined organic phases were washed with brine (50 mL), then dried over Na2SO4,... Run in C(Cl)Cl (DCM). Run at time 2 hour. Yields the product CN1N=CC(=C1)NC1=NC=CC(=N1)NC1CNCC12CCCC2 (N2-(1-methyl-1H-pyrazol-4-yl)-N4-(2-azaspiro[4.4]nonan-4-yl)pyrimidine-2,4-diamine). Yield: 108.0%. RXN SMILES: Br[C:2]1[C:10]2[C:9]([NH:11][C@H:12]([C:14]3[N:19]([C:20]4[CH:25]=[CH:24][CH:23]=[CH:22][CH:21]=4)[C:18](=[O:26])[C:17]4=[C:27]([CH3:30])[CH:28]=[CH:29][N:16]4[N:15]=3)[CH3:13])=[N:8][CH:7]=[N:6][C:5]=2[N:4]([CH2:31][O:32][CH2:33][CH2:34][Si:35]([CH3:38])([CH3:37])[CH3:36])[CH:3]=1.CC1(C)C(C)(C)OB([C:47]2[CH:55]=[CH:54][CH:53]=[C:52]3[C:48]=2[CH:49]=[N:50][NH:51]3)O1.C(=O)([O-])[O-].[Na+].[Na+]>Cl[Pd](Cl)([P](C1C=CC=CC=1)(C1C=CC=CC=1)C1C=CC=CC=1)[P](C1C=CC=CC=1)(C1C=CC=CC=1)C1C=CC=CC=1>[NH:51]1[C:52]2[C:48](=[C:47]([C:2]3[C:10]4[C:9]([NH:11][C@H:12]([C:14]5[N:19]([C:20]6[CH:25]=[CH:24][CH:23]=[CH:22][CH:21]=6)[C:18](=[O:26])[C:17]6=[C:27]([CH3:30])[CH:28]=[CH:29][N:16]6[N:15]=5)[CH3:13])=[N:8][CH:7]=[N:6][C:5]=4[N:4]([CH2:31][O:32][CH2:33][CH2:34][Si:35]([CH3:38])([CH3:37])[CH3:36])[CH:3]=3)[CH:55]=[CH:54][CH:53]=2)[CH:49]=[N:50]1 |f:2.3.4,^1:65,84|. Procedure details: (S)-2-(1-((5-Bromo-7-((2-(trimethylsilyl)ethoxy)methyl)-7H-pyrrolo[2,3-d]pyrimidin-4-yl)amino)ethyl)-5-methyl-3-phenylpyrrolo[2,1-f][1,2,4]triazin-4(3H)-one (80 mg, 0.13 mmol) was treated with 4-(4,4,5,5-tetramethyl-1,3,2-dioxaborolan-2-yl)-1H-indazole (78 mg, 0.32 mmol), sodium carbonate (43 mg, 0.41 mmols) and bis(triphenylphosphine)palladium(II) dichloride (12 mg, 0.02 mmol) according to the method described in Preparation 62. The residue was purified using SP1® Purification System (0% to 50%... Reagents/catalysts: Cl[Pd]([P](C1=CC=CC=C1)(C2=CC=CC=C2)C3=CC=CC=C3)([P](C4=CC=CC=C4)(C5=CC=CC=C5)C6=CC=CC=C6)Cl (bis(triphenylphosphine)palladium(II) dichloride). Yield: 53.6%. Starting materials: BrC1=CN(C=2N=CN=C(C21)N[C@@H](C)C2=NN1C(C(N2C2=CC=CC=C2)=O)=C(C=C1)C)COCC[Si](C)(C)C ((S)-2-(1-((5-Bromo-7-((2-(trimethylsilyl)ethoxy)methyl)-7H-pyrrolo[2,3-d]pyrimidin-4-yl)amino)ethyl)-5-methyl-3-phenylpyrrolo[2,1-f][1,2,4]triazin-4(3H)-one), CC1(OB(OC1(C)C)C1=C2C=NNC2=CC=C1)C (4-(4,4,5,5-tetramethyl-1,3,2-dioxaborolan-2-yl)-1H-indazole), C([O-])([O-])=O.[Na+].[Na+] (sodium carbonate). Product: N1N=CC2=C(C=CC=C12)C1=CN(C=2N=CN=C(C21)N[C@@H](C)C2=NN1C(C(N2C2=CC=CC=C2)=O)=C(C=C1)C)COCC[Si](C)(C)C ((S)-2-(1-((5-(1H-Indazol-4-yl)-7-((2-(trimethylsilyl)ethoxy)methyl)-7H-pyrrolo[2,3-d]pyrimidin-4-yl)amino)ethyl)-5-methyl-3-phenylpyrrolo[2,1-f][1,2,4]triazin-4(3H)-one).